This data is from the Open Reaction Database (ORD), a public repository of structured organic reaction records. The task is: describe an organic reaction: reactants, conditions, products, and yield The reactants are C=CCOC(=O)CCC(=O)OCCCC(=O)Cl, CC(SC1COC(C=CC=Cc2ccc(C#N)cc2F)OC1)C(O)(Cn1cncn1)c1ccc(F)cc1F, [H-], [Na+]. The product is C=CCOC(=O)CCC(=O)OCCCC(=O)OC(Cn1cncn1)(c1ccc(F)cc1F)C(C)SC1COC(C=CC=Cc2ccc(C#N)cc2F)OC1. Reaction SMILES: [C:1]([CH2:2][CH2:3][C:4](=[O:5])[O:6][CH2:7][CH2:8][CH2:9][C:10](=[O:11])[Cl:12])(=[O:13])[O:14][CH2:15][CH:16]=[CH2:17].[F:18][c:19]1[c:20]([C:26]([CH:27]([CH3:28])[S:29][CH:30]2[CH2:31][O:32][CH:33]([CH:36]=[CH:37][CH:38]=[CH:39][c:40]3[c:41]([F:48])[cH:42][c:43]([C:44]#[N:45])[cH:46][cH:47]3)[O:34][CH2:35]2)([CH2:49][n:50]2[n:51][cH:52][n:53][cH:54]2)[OH:55])[cH:21][cH:22][c:23]([F:25])[cH:24]1.[H-:56].[Na+:57]>>[C:1]([CH2:2][CH2:3][C:4](=[O:5])[O:6][CH2:7][CH2:8][CH2:9][C:10](=[O:11])[O:55][C:26]([c:20]1[c:19]([F:18])[cH:24][c:23]([F:25])[cH:22][cH:21]1)([CH:27]([CH3:28])[S:29][CH:30]1[CH2:31][O:32][CH:33]([CH:36]=[CH:37][CH:38]=[CH:39][c:40]2[c:41]([F:48])[cH:42][c:43]([C:44]#[N:45])[cH:46][cH:47]2)[O:34][CH2:35]1)[CH2:49][n:50]1[n:51][cH:52][n:53][cH:54]1)(=[O:13])[O:14][CH2:15][CH:16]=[CH2:17]. Starting materials: Pd(tBu3P)2, BrC1=C(C=C(C=C1)C(=O)N1CCC2(OC3=C(N4C2=CC=C4)C=CC(=C3)Cl)CC1)OC ((4-bromo-3-methoxy-phenyl)-(7′-chlorospiro[piperidine-4,4′-pyrrolo[2,1-c][1,4]benzoxazine]-1-yl)methanone), C[Si](OC=C)(C)C (trimethyl(vinyloxy)silane). Reagents/catalysts: F[Zn]F (difluorozinc). Solvent: CN(C)C=O (DMF). Run at temperature 80 celsius, time 10 minute. Product: ClC=1C=CC2=C(OC3(CCN(CC3)C(=O)C3=CC(=C(C=C3)CC=O)OC)C=3N2C=CC3)C1 (2-(4-(7-chlorospiro[benzo[b]pyrrolo[1,2-d][1,4]oxazine-4,4′-piperidine]-1′-ylcarbon-yl)-2-methoxyphenyl)acetaldehyde). As a reaction SMILES: Br[C:2]1[CH:7]=[CH:6][C:5]([C:8]([N:10]2[CH2:28][CH2:27][C:13]3([C:18]4=[CH:19][CH:20]=[CH:21][N:17]4[C:16]4[CH:22]=[CH:23][C:24]([Cl:26])=[CH:25][C:15]=4[O:14]3)[CH2:12][CH2:11]2)=[O:9])=[CH:4][C:3]=1[O:29][CH3:30].C[Si](C)(C)[O:33][CH:34]=[CH2:35]>CN(C=O)C.F[Zn]F>[Cl:26][C:24]1[CH:23]=[CH:22][C:16]2[N:17]3[CH:21]=[CH:20][CH:19]=[C:18]3[C:13]3([CH2:27][CH2:28][N:10]([C:8]([C:5]4[CH:6]=[CH:7][C:2]([CH2:35][CH:34]=[O:33])=[C:3]([O:29][CH3:30])[CH:4]=4)=[O:9])[CH2:11][CH2:12]3)[O:14][C:15]=2[CH:25]=1. Reported procedure: To a microwave vial was added Pd(tBu3P)2 (128 mg, 0.250 mmol) and difluorozinc (259 mg, 2.50 mmol). The vial was capped and purged with nitrogen for 10 minutes. DMF (1 mL) was added and the mixture was stirred for 10 minutes. A solution of (4-bromo-3-methoxy-phenyl)-(7′-chlorospiro[piperidine-4,4′-pyrrolo[2,1-c][1,4]benzoxazine]-1-yl)methanone (244 mg, 0.500 mmol) in DMF (1.5 mL) was added followed by trimethyl(vinyloxy)silane (581 mg, 5.00 mmol). The reaction mixture was heated at 80° C. for 1 ... The reactants are NC1=C(C(=O)O)C(=CC(=N1)OC(C)C)OC(C)C (2-amino-4,6-diisopropoxy-nicotinic acid), CCN=C=NCCCN(C)C.Cl (EDCl), C=1C=CC2=C(C1)N=NN2O (HOBt), CN1CCOCC1 (NMM), N (NH3). The solvent is O (water), C1CCOC1 (THF). Reaction conditions: time 24 hour. Yields the product NC1=C(C(=O)N)C(=CC(=N1)OC(C)C)OC(C)C (2-amino-4,6-diisopropoxy-nicotinamide). RXN SMILES: [NH2:1][C:2]1[N:10]=[C:9]([O:11][CH:12]([CH3:14])[CH3:13])[CH:8]=[C:7]([O:15][CH:16]([CH3:18])[CH3:17])[C:3]=1[C:4](O)=[O:5].CC[N:21]=C=NCCCN(C)C.Cl.C1C=CC2N(O)N=NC=2C=1.CN1CCOCC1.N>C1COCC1.O>[NH2:1][C:2]1[N:10]=[C:9]([O:11][CH:12]([CH3:14])[CH3:13])[CH:8]=[C:7]([O:15][CH:16]([CH3:18])[CH3:17])[C:3]=1[C:4]([NH2:21])=[O:5] |f:1.2|. Reported procedure: To a solution of 2-amino-4,6-diisopropoxy-nicotinic acid (1.48 g, 5.83 mmol) in THF (30 mL) were added EDCl (1.34 g, 6.99 mmol), HOBt (0.94 g, 6.99 mmol), NMM (0.70 g, 6.99 mmol) and liquid NH3 (10 mL). Then, the reaction mixture was stirred at room temperature for 24 hours. Then, water (100 mL) was added and the products were extracted with ethyl acetate (2×200 mL). The combined organic phase was washed with water, then brine, and dried over anhydrous Na2SO4. Removal of solvent gave crude 2-ami... Starting materials: C(C(C)(C)C)I (Neopentyl iodide), O (water), ClC1=CC(N(C(N1)=O)C)=O (6-Chloro-3-methyl uracil), C([O-])([O-])=O.[K+].[K+] (potassium carbonate), C(C(C)(C)C)I (neopentyl iodide). The solvent is CN(C)C=O (DMF). Run at time 48 hour. The product is ClC1=CC(N(C(N1CC(C)(C)C)=O)C)=O (6-Chloro-1-(2,2-dimethylpropyl)-3-methyl-pyrimidine-2.4(1H,3H)-dione). Reaction SMILES: [Cl:1][C:2]1[NH:7][C:6](=[O:8])[N:5]([CH3:9])[C:4](=[O:10])[CH:3]=1.C(=O)([O-])[O-].[K+].[K+].[CH2:17](I)[C:18]([CH3:21])([CH3:20])[CH3:19].O>CN(C=O)C>[Cl:1][C:2]1[N:7]([CH2:17][C:18]([CH3:21])([CH3:20])[CH3:19])[C:6](=[O:8])[N:5]([CH3:9])[C:4](=[O:10])[CH:3]=1 |f:1.2.3|. Procedure details: 6-Chloro-3-methyl uracil (10.0 g) and potassium carbonate (10.34 g) in DMF (70 ml) under nitrogen were treated with neopentyl iodide (9.9 ml) and stirred for 48 h. Neopentyl iodide (7.4 ml) was added and the reaction was stirred under reflux for a further 37 h. The reaction was poured into water (700 ml) and extracted with ethyl acetate. The combined organics were dried and concentrated in vacuo to afford the subtitle compound an orange oil, 8.1 g. Reactants: C=CCOC(=O)Nc1ccc2cc(C(=O)OCC)[nH]c2c1, CO, [Li+], [OH-], O. The product is C=CCOC(=O)Nc1ccc2cc(C(=O)O)[nH]c2c1. RXN SMILES: [CH2:1]([CH:2]=[CH2:3])[O:4][C:5](=[O:6])[NH:7][c:8]1[cH:9][cH:10][c:11]2[cH:12][c:13]([C:17](=[O:18])[O:19][CH2:20][CH3:21])[nH:14][c:15]2[cH:16]1.[CH3:24][OH:25].[Li+:22].[OH-:23].[OH2:26]>>[CH2:1]([CH:2]=[CH2:3])[O:4][C:5](=[O:6])[NH:7][c:8]1[cH:9][cH:10][c:11]2[cH:12][c:13]([C:17](=[O:18])[OH:19])[nH:14][c:15]2[cH:16]1. Starting materials: CC(=O)OC1(C(C)=O)CCC2C3CCC4=CC(=O)CCC4(C)C3C(F)CC21C, CC(C)(C)O, ClCCCl, Cc1ccc(S(=O)(=O)O)cc1. Product: CC(=O)OC1(C(C)=O)CCC2C3C=CC4=CC(=O)CCC4(C)C3C(F)CC21C. As a reaction SMILES: [C:1]([CH3:2])(=[O:3])[O:4][C:5]1([C:6]([CH3:7])=[O:8])[CH2:9][CH2:10][CH:11]2[CH:12]3[CH2:13][CH2:14][C:15]4=[CH:16][C:17](=[O:28])[CH2:18][CH2:19][C:20]4([CH3:21])[CH:22]3[CH:23]([F:27])[CH2:24][C:25]12[CH3:26].[C:44]([OH:45])([CH3:46])([CH3:47])[CH3:48].[CH2:29]([Cl:30])[CH2:31][Cl:32].[c:33]1([CH3:34])[cH:35][cH:36][c:37]([S:38]([OH:39])(=[O:40])=[O:41])[cH:42][cH:43]1>>[C:1]([CH3:2])(=[O:3])[O:4][C:5]1([C:6]([CH3:7])=[O:8])[CH2:9][CH2:10][CH:11]2[CH:12]3[CH:13]=[CH:14][C:15]4=[CH:16][C:17](=[O:28])[CH2:18][CH2:19][C:20]4([CH3:21])[CH:22]3[CH:23]([F:27])[CH2:24][C:25]12[CH3:26]. Reactants: C(=O)(O)CSCCCCC=1C(CCC1)=O (2-(6-carboxy-5-thiahexyl)-2-cyclopentenone), C1(=CC=C(C=C1)S(=O)(=O)O)C (p-toluenesulfonic acid). Run in C(C)O (ethanol). Product: C(=O)(OCC)CSCCCCC=1C(CCC1)=O (2-(6-carbethoxy-5-thiahexyl)-2-cyclopentenone). Reaction SMILES: [C:1]([CH2:4][S:5][CH2:6][CH2:7][CH2:8][CH2:9][C:10]1[C:11](=[O:15])[CH2:12][CH2:13][CH:14]=1)([OH:3])=[O:2].[C:16]1(C)C=CC(S(O)(=O)=O)=C[CH:17]=1>C(O)C>[C:1]([CH2:4][S:5][CH2:6][CH2:7][CH2:8][CH2:9][C:10]1[C:11](=[O:15])[CH2:12][CH2:13][CH:14]=1)([O:3][CH2:16][CH3:17])=[O:2]. Procedure: In the manner described in Example 39, treatment of 2-(6-carboxy-5-thiahexyl)-2-cyclopentenone with p-toluenesulfonic acid in ethanol gives the subject ester as a yellow oil.